From a dataset of the Open Reaction Database (ORD), a public repository of structured organic reaction records. describe an organic reaction: reactants, conditions, products, and yield RXN SMILES: Cl.[Cl:2][C:3]1[CH:4]=[C:5]2[CH2:17][CH2:16][C@@H:15]([CH2:18][C:19](=[O:38])[NH:20][C:21]3[CH:26]=[CH:25][C:24]([CH2:27][NH2:28])=[CH:23][C:22]=3[CH2:29][CH2:30][CH:31](C(O)=O)[C:32]([OH:34])=[O:33])[N:7]3[C:8](=[O:14])[C:9](=[O:13])[NH:10][C:11]([CH:12]=1)=[C:6]23.Cl>C(O)(=O)C>[ClH:2].[Cl:2][C:3]1[CH:4]=[C:5]2[CH2:17][CH2:16][C@@H:15]([CH2:18][C:19](=[O:38])[NH:20][C:21]3[CH:26]=[CH:25][C:24]([CH2:27][NH2:28])=[CH:23][C:22]=3[CH2:29][CH2:30][CH2:31][C:32]([OH:34])=[O:33])[N:7]3[C:8](=[O:14])[C:9](=[O:13])[NH:10][C:11]([CH:12]=1)=[C:6]23 |f:0.1,4.5|. Yields the product Cl.ClC=1C=C2C=3N(C(C(NC3C1)=O)=O)[C@@H](CC2)CC(NC2=C(C=C(C=C2)CN)CCCC(=O)O)=O ((S)-9-Chloro-5-[p-aminomethyl-o-(3-carboxypropyl)phenylcarbamoylmethyl]-6,7-dihydro-1H, 5H-pyrido[1,2,3-de]quinoxaline-2,3-dione hydrochloride). Reactants: Cl.ClC=1C=C2C=3N(C(C(NC3C1)=O)=O)[C@@H](CC2)CC(NC2=C(C=C(C=C2)CN)CCC(C(=O)O)C(=O)O)=O ((S)-9-chloro-5-[p-aminomethyl-o-(3,3-dicarboxypropyl)phenylcarbamoylmethyl]-6,7-dihydro-1H, 5H-pyrido[1,2,3-de]quinoxaline-2,3-dione hydrochloride), Cl (hydrochloric acid). Isolated yield 176.1%. The solvent is C(C)(=O)O (acetic acid). Procedure details: A suspension of (S)-9-chloro-5-[p-aminomethyl-o-(3,3-dicarboxypropyl)phenylcarbamoylmethyl]-6,7-dihydro-1H, 5H-pyrido[1,2,3-de]quinoxaline-2,3-dione hydrochloride (550 mg, 0.98 mmol) in acetic acid (300 mL) was refluxed for 5 h. To the mixture was added 0.5N hydrochloric acid and the solvent was removed in vacuo. The residual solid was recrystallized from water to give 450 mg of the title compound (89%). Starting materials: C(C)(C)(C)OC(C[C@@H](CN1CCC2=CC(=CC=C12)F)NC([C@H](CC(C)(C)C)NC(=O)OCC1=CC=CC=C1)=O)=O (3-(S)-(2-(S)-Benzyloxycarbonylamino-4,4-dimethyl-pentanoylamino)-4-(5-fluoro-2,3-dihydro-indol-1-yl)-butyric acid tert-butyl ester). Solvent: C(=O)(C(F)(F)F)O (TFA), ClCCl (dichloromethane), O (water), C(=O)(C(F)(F)F)O (TFA), O (water). Run at time 8 hour. Product: C(C1=CC=CC=C1)OC(=O)N[C@H](C(=O)N[C@@H](CC(=O)O)CN1CCC2=CC(=CC=C12)F)CC(C)(C)C (3-(S)-(2-(S)-Benzyloxycarbonylamino-4,4-dimethyl-pentanoylamino)-4-(5-fluoro-2,3-dihydro-indol-1-yl)-butyric acid). RXN SMILES: C([O:5][C:6](=[O:40])[CH2:7][C@H:8]([NH:20][C:21](=[O:39])[C@@H:22]([NH:28][C:29]([O:31][CH2:32][C:33]1[CH:38]=[CH:37][CH:36]=[CH:35][CH:34]=1)=[O:30])[CH2:23][C:24]([CH3:27])([CH3:26])[CH3:25])[CH2:9][N:10]1[C:18]2[C:13](=[CH:14][C:15]([F:19])=[CH:16][CH:17]=2)[CH2:12][CH2:11]1)(C)(C)C>C(O)(C(F)(F)F)=O.ClCCl.O>[CH2:32]([O:31][C:29]([NH:28][C@@H:22]([CH2:23][C:24]([CH3:27])([CH3:26])[CH3:25])[C:21]([NH:20][C@H:8]([CH2:9][N:10]1[C:18]2[C:13](=[CH:14][C:15]([F:19])=[CH:16][CH:17]=2)[CH2:12][CH2:11]1)[CH2:7][C:6]([OH:40])=[O:5])=[O:39])=[O:30])[C:33]1[CH:38]=[CH:37][CH:36]=[CH:35][CH:34]=1. Reported procedure: The title compound of example 158 (46 mg, 83 μmol) was dissolved in a mixture of TFA, dichloromethane and water in a ratio of 45:45:10 (1 mL) and stirred overnight. The solvent was removed and the reaction was lyophilized to afford 58.1 mg (114% of theory) of material that likely had some water or multiple TFA salts included; 1H NMR (MeOD, 400 MHz) δ 0.91 (s, 9H), 1.49 (dd, 1H, J1=9.3, J2=14.4), 1.67 (dd, 1H, J1=3.1, J2=14.5), 2.63 (d, 1H, J=6.5), 2.98 (dd, 1H, J1=J2=8.1), 3.17 (dd, 1H, J1=5.5, ...